Dataset: the Open Reaction Database (ORD), a public repository of structured organic reaction records. Task: describe an organic reaction: reactants, conditions, products, and yield Reactants: CCOCC, COC(=O)C(CCSC)NC(=O)c1ccc(CO)cc1-c1ccccc1, C[N+]1([O-])CCOCC1, CC#N, CCC[N+](CCC)(CCC)CCC, ClCCl, O=[Ru](=O)(=O)[O-]. The product is COC(=O)C(CCSC)NC(=O)c1ccc(C=O)cc1-c1ccccc1. RXN SMILES: [CH2:41]([O:42][CH2:43][CH3:44])[CH3:45].[CH3:1][O:2][C:3]([CH:4]([NH:5][C:6]([c:7]1[c:8](-[c:15]2[cH:16][cH:17][cH:18][cH:19][cH:20]2)[cH:9][c:10]([CH2:13][OH:14])[cH:11][cH:12]1)=[O:21])[CH2:22][CH2:23][S:24][CH3:25])=[O:26].[CH3:27][N+:28]1([O-:29])[CH2:30][CH2:31][O:32][CH2:33][CH2:34]1.[CH3:38][C:39]#[N:40].[CH3:46][CH2:47][CH2:48][N+:49]([CH2:50][CH2:51][CH3:52])([CH2:53][CH2:54][CH3:55])[CH2:56][CH2:57][CH3:58].[Cl:35][CH2:36][Cl:37].[O:59]=[Ru:60](=[O:61])([O-:62])=[O:63]>>[CH3:1][O:2][C:3]([CH:4]([NH:5][C:6]([c:7]1[c:8](-[c:15]2[cH:16][cH:17][cH:18][cH:19][cH:20]2)[cH:9][c:10]([CH:13]=[O:14])[cH:11][cH:12]1)=[O:21])[CH2:22][CH2:23][S:24][CH3:25])=[O:26]. Reactants: CN=C=S (methyl isothiocyanate), S1C(=CC=C1)C(=O)NN (2-thiophene carboxylic acid hydrazide). Solvent: C1CCOC1 (THF), C1CCOC1 (THF). Run at time 14 hour. Product: C1(=CC=CS1)C(=O)NNC(=S)NC (1-(2-Thenoyl)-4-methylthiosemicarbazide). Reaction SMILES: [S:1]1[CH:5]=[CH:4][CH:3]=[C:2]1[C:6]([NH:8][NH2:9])=[O:7].[CH3:10][N:11]=[C:12]=[S:13]>C1COCC1>[C:2]1([C:6]([NH:8][NH:9][C:12]([NH:11][CH3:10])=[S:13])=[O:7])[S:1][CH:5]=[CH:4][CH:3]=1. Procedure: A stirred mixture of 2-thiophene carboxylic acid hydrazide (4.75 g, 3.34×10-2 mole) and THF (115 ml) was warmed with a heat gun until homogeneous. A solution of freshly distilled methyl isothiocyanate (2.56 g, 3.51×10-2 mole) and THF (5 ml) was then added dropwise. After being stirred for about 14 hours the precipitate was collected by filtration, washed with a little Et2O, and dried by suction affording a colorless powder: 7.1 g (99%). Starting materials: [H-].[Na+] (sodium hydride), O1C(NC2=C1C=CC=C2)=O (benzoxazol-2-one), ICCCC(C)([N+](=O)[O-])C (1-iodo-4-methyl-4-nitro-pentane). Solvent: CN(C)C=O (DMF), CN(C)C=O (DMF). Reaction conditions: time 8 hour. The product is CC(CCN1C(OC2=C1C=CC=C2)=O)(C)[N+](=O)[O-] (3-(3-methyl-3-nitro-butyl)-3H-benzoxazol-2-one). The yield is 132.0%. RXN SMILES: [H-].[Na+].[O:3]1[C:7]2[CH:8]=[CH:9][CH:10]=[CH:11][C:6]=2[NH:5][C:4]1=[O:12].IC[CH2:15][CH2:16][C:17]([CH3:22])([N+:19]([O-:21])=[O:20])[CH3:18]>CN(C=O)C>[CH3:18][C:17]([N+:19]([O-:21])=[O:20])([CH3:22])[CH2:16][CH2:15][N:5]1[C:6]2[CH:11]=[CH:10][CH:9]=[CH:8][C:7]=2[O:3][C:4]1=[O:12] |f:0.1|. Procedure details: 1.70 g (42.5 mmol) sodium hydride (60%) are added batchwise to a solution of 4.50 g (33.3 mmol) benzoxazol-2-one in 50 mL DMF, while the temperature is kept below 0° C. by cooling. After one hour's stirring a solution of 9.61 g (37.4 mmol) 1-iodo-4-methyl-4-nitro-pentane in 20 mL DMF is added dropwise so that the temperature does not exceed 5° C. The mixture is stirred overnight at ambient temperature and the solvent is distilled off. The residue is taken up in ethyl acetate and washed successiv... Reactants: CCOC(C)=O, CCN(C(C)C)C(C)C, O=C(Cl)CCl, C1CCOC1, CC(C)(C)OC(=O)N1CCNC(C(O)(c2ccccc2)c2ccccc2)C1. Yields the product CC(C)(C)OC(=O)N1CCN(C(=O)CCl)C(C(O)(c2ccccc2)c2ccccc2)C1. RXN SMILES: [CH3:42][CH2:43][O:44][C:45](=[O:46])[CH3:47].[CH:28]([N:29]([CH:30]([CH3:31])[CH3:32])[CH2:33][CH3:34])([CH3:35])[CH3:36].[Cl:37][CH2:38][C:39](=[O:40])[Cl:41].[O:48]1[CH2:49][CH2:50][CH2:51][CH2:52]1.[OH:1][C:2]([CH:3]1[CH2:4][N:5]([C:9](=[O:10])[O:11][C:12]([CH3:13])([CH3:14])[CH3:15])[CH2:6][CH2:7][NH:8]1)([c:16]1[cH:17][cH:18][cH:19][cH:20][cH:21]1)[c:22]1[cH:23][cH:24][cH:25][cH:26][cH:27]1>>[OH:1][C:2]([CH:3]1[CH2:4][N:5]([C:9](=[O:10])[O:11][C:12]([CH3:13])([CH3:14])[CH3:15])[CH2:6][CH2:7][N:8]1[C:39]([CH2:38][Cl:37])=[O:40])([c:16]1[cH:17][cH:18][cH:19][cH:20][cH:21]1)[c:22]1[cH:23][cH:24][cH:25][cH:26][cH:27]1. Reactants: O (water), C(C)(=O)OCC (ethyl acetate), diglycerol monoisopropylidene, Cl (hydrochloric acid), C(CCCCCCCCCCCCCCCCC)(=O)Cl (stearic acid chloride), N1=CC=CC=C1 (pyridine). Run at time 27 hour. Procedure: To 42 parts by weight of the diglycerol monoisopropylidene obtained above were added 134 parts by weight of stearic acid chloride and 35 parts by weight of pyridine and the resulting mixture was stirred at room temperature for 27 hours. Then water and ethyl acetate were added to this mixture, followed by extraction. The ethyl acetate phase was separated therefrom and the ethyl acetate was distilled off under reduced pressure. 200 parts by weight of diethyl ether was added to the residue, which w... Reaction SMILES: [C:1](Cl)(=[O:19])[CH2:2][CH2:3][CH2:4][CH2:5][CH2:6][CH2:7][CH2:8][CH2:9][CH2:10][CH2:11][CH2:12][CH2:13][CH2:14][CH2:15][CH2:16][CH2:17][CH3:18].N1C=CC=CC=1.[OH2:27].Cl.[C:29]([O:32][CH2:33][CH3:34])(=[O:31])[CH3:30]>>[C:1]([OH:19])(=[O:31])[CH2:2][CH2:3][CH2:4][CH2:5][CH2:6][CH2:7][CH2:8][CH2:9][CH2:10][CH2:11][CH2:12][CH2:13][CH2:14][CH2:15][CH2:16][CH2:17][CH3:18].[C:29]([OH:32])(=[O:31])[CH2:30][CH2:16][CH2:15][CH2:14][CH2:13][CH2:12][CH2:11][CH2:10][CH2:9][CH2:8][CH2:7][CH2:6][CH2:5][CH2:4][CH2:3][CH2:2][CH3:1].[OH:19][CH2:1][CH:34]([CH2:33][OH:32])[OH:27].[OH:19][CH2:1][CH:34]([CH2:33][OH:32])[OH:27] |f:5.6.7.8|. Product: C(CCCCCCCCCCCCCCCCC)(=O)O.C(CCCCCCCCCCCCCCCCC)(=O)O.OCC(O)CO.OCC(O)CO (diglycerol 1,2-distearate).